Task: describe an organic reaction: reactants, conditions, products, and yield. Dataset: the Open Reaction Database (ORD), a public repository of structured organic reaction records Starting materials: CS(C)=O, CCCC1(CCO)OCCc2c1[nH]c1c(F)ccc(C(=O)N3CCOCC3)c21, O=C(O)c1ccccc1I(=O)=O, O. The product is CCCC1(CC=O)OCCc2c1[nH]c1c(F)ccc(C(=O)N3CCOCC3)c21. RXN SMILES: [CH3:41][S:42]([CH3:43])=[O:44].[F:1][c:2]1[cH:3][cH:4][c:5]([C:21](=[O:22])[N:23]2[CH2:24][CH2:25][O:26][CH2:27][CH2:28]2)[c:6]2[c:7]3[c:8]([nH:9][c:10]12)[C:11]([CH2:15][CH2:16][CH3:17])([CH2:18][CH2:19][OH:20])[O:12][CH2:13][CH2:14]3.[I:29]([c:30]1[cH:31][cH:32][cH:33][cH:34][c:35]1[C:36]([OH:37])=[O:38])(=[O:39])=[O:40].[OH2:45]>>[F:1][c:2]1[cH:3][cH:4][c:5]([C:21](=[O:22])[N:23]2[CH2:24][CH2:25][O:26][CH2:27][CH2:28]2)[c:6]2[c:7]3[c:8]([nH:9][c:10]12)[C:11]([CH2:15][CH2:16][CH3:17])([CH2:18][CH:19]=[O:20])[O:12][CH2:13][CH2:14]3.